This data is from the Open Reaction Database (ORD), a public repository of structured organic reaction records. The task is: describe an organic reaction: reactants, conditions, products, and yield Starting materials: ClC1=NC=C(C=N1)C(=O)OC (methyl 2-chloropyrimidine-5-carboxylate), CN1CCNCCC1 (1-methyl-1,4-diazepane), C(C)N(C(C)C)C(C)C (N-ethyl-N-propan-2-ylpropan-2-amine). The solvent is ClCCl (dichloromethane), ClCCl (dichloromethane). Run at time 18 hour. Yields the product CN1CCN(CCC1)C1=NC=C(C=N1)C(=O)OC (methyl 2-(4-methyl-1,4-diazepan-1-yl)pyrimidine-5-carboxylate). The yield is 94.4%. RXN SMILES: Cl[C:2]1[N:7]=[CH:6][C:5]([C:8]([O:10][CH3:11])=[O:9])=[CH:4][N:3]=1.[CH3:12][N:13]1[CH2:19][CH2:18][CH2:17][NH:16][CH2:15][CH2:14]1.C(N(C(C)C)C(C)C)C>ClCCl>[CH3:12][N:13]1[CH2:19][CH2:18][CH2:17][N:16]([C:2]2[N:7]=[CH:6][C:5]([C:8]([O:10][CH3:11])=[O:9])=[CH:4][N:3]=2)[CH2:15][CH2:14]1. Reported procedure: A solution of methyl 2-chloropyrimidine-5-carboxylate (200 mg, 1.16 mmol) in dichloromethane (4.00 mL) was added to a stirred solution of 1-methyl-1,4-diazepane (0.144 mL, 1.16 mmol) and N-ethyl-N-propan-2-ylpropan-2-amine (0.902 mL, 5.22 mmol) in dichloromethane (4.00 mL) at 25° C. The resulting solution was stirred at ambient temperature for 18 h. The reaction mixture was evaporated to dryness and redissolved in MeOH (20 mL) and the crude product was purified by ion exchange chromatography, us... Reported procedure: The compound of Example 23 was prepared according to the general preparation protocol A from 2,6-diflourobenzoyl chloride and 3-(3-methoxy-phenyl)-piperidine-3-ol. The product is FC1=C(C(=CC=C1)F)C(=O)N1CC(CCC1)(C1=CC(=CC=C1)OC)O ((2,6-difluorophenyl)-[3-hydroxy-3-(3-methoxyphenyl)-piperidine-1-yl]-methanone). Reactants: FC1=C(C(=O)Cl)C(=CC=C1)F (2,6-diflourobenzoyl chloride), COC=1C=C(C=CC1)C1(CNCCC1)O (3-(3-methoxy-phenyl)-piperidine-3-ol). Reaction SMILES: [F:1][C:2]1[CH:10]=[CH:9][CH:8]=[C:7]([F:11])[C:3]=1[C:4](Cl)=[O:5].[CH3:12][O:13][C:14]1[CH:15]=[C:16]([C:20]2([OH:26])[CH2:25][CH2:24][CH2:23][NH:22][CH2:21]2)[CH:17]=[CH:18][CH:19]=1>>[F:1][C:2]1[CH:10]=[CH:9][CH:8]=[C:7]([F:11])[C:3]=1[C:4]([N:22]1[CH2:23][CH2:24][CH2:25][C:20]([OH:26])([C:16]2[CH:17]=[CH:18][CH:19]=[C:14]([O:13][CH3:12])[CH:15]=2)[CH2:21]1)=[O:5]. The reactants are CC(C)(C)OC(=O)n1cc(C(=O)C2CS[SH](c3cccnc3)C2)c2ccccc21, O=C(O)C(=O)O, C[O-], CO, [Na+], C1CCOC1. The product is O=C(O)C(=O)O, O=C(c1c[nH]c2ccccc12)C1CS[SH](c2cccnc2)C1. RXN SMILES: [C:12]([O:13][C:14](=[O:15])[n:19]1[cH:20][c:21]([C:28](=[O:29])[CH:30]2[CH2:31][SH:32]([c:35]3[cH:36][n:37][cH:38][cH:39][cH:40]3)[S:33][CH2:34]2)[c:22]2[cH:23][cH:24][cH:25][cH:26][c:27]12)([CH3:16])([CH3:17])[CH3:18].[C:6]([C:7](=[O:8])[OH:9])(=[O:10])[OH:11].[CH3:1][O-:2].[CH3:4][OH:5].[Na+:3].[O:41]1[CH2:42][CH2:43][CH2:44][CH2:45]1>>[C:6]([C:7](=[O:8])[OH:9])(=[O:10])[OH:11].[nH:19]1[cH:20][c:21]([C:28](=[O:29])[CH:30]2[CH2:31][SH:32]([c:35]3[cH:36][n:37][cH:38][cH:39][cH:40]3)[S:33][CH2:34]2)[c:22]2[cH:23][cH:24][cH:25][cH:26][c:27]12. The reactants are CSC1=NC=2CCCCC2C(N1)=O (2-Methylsulfanyl-5,6,7,8-tetrahydro-3H-quinazolin-4-one), C(C)(C)(C)N1CCNCC1 (1-tert-butylpiperazine). Run in C(CC(C)C)O (isoamyl alcohol). The product is C(C)(C)(C)N1CCN(CC1)C1=NC=2CCCCC2C(N1)=O (2-(4-tert-Butylpiperazin-1-yl)-5,6,7,8-tetrahydro-3H-quinazolin-4-one). RXN SMILES: CS[C:3]1[NH:12][C:11](=[O:13])[C:10]2[CH2:9][CH2:8][CH2:7][CH2:6][C:5]=2[N:4]=1.[C:14]([N:18]1[CH2:23][CH2:22][NH:21][CH2:20][CH2:19]1)([CH3:17])([CH3:16])[CH3:15]>C(O)CC(C)C>[C:14]([N:18]1[CH2:23][CH2:22][N:21]([C:3]2[NH:12][C:11](=[O:13])[C:10]3[CH2:9][CH2:8][CH2:7][CH2:6][C:5]=3[N:4]=2)[CH2:20][CH2:19]1)([CH3:17])([CH3:16])[CH3:15]. Procedure details: 2-Methylsulfanyl-5,6,7,8-tetrahydro-3H-quinazolin-4-one (100 mg; 0.51 mmol) and 1-tert-butylpiperazine (72.5 mg; 0.51 mmol) are reacted in isoamyl alcohol (1 ml) in accordance with the procedure for Example 1 and worked up; yield: 42 mg (28%), crystals.